Task: describe an organic reaction: reactants, conditions, products, and yield. Dataset: the Open Reaction Database (ORD), a public repository of structured organic reaction records Starting materials: ClC=1N=C(C2=C(N1)C=CC(=N2)CN2CCC(CC2)C(C)(C)O)N2CCOCC2 (2-(1-((2-chloro-4-morpholinopyrido[3,2-d]pyrimidin-6-yl)methyl)piperidin-4-yl)propan-2-ol), CN(C1=NC2=C(N1)C=CC=C2)C (N,N-dimethyl-1H-benzo[d]imidazol-2-amine). The product is CN(C1=NC2=C(N1C=1N=C(C3=C(N1)C=CC(=N3)CN3CCC(CC3)C(C)(C)O)N3CCOCC3)C=CC=C2)C (2-(1-((2-(2-(dimethylamino)-1H-benzo[d]imidazol-1-yl)-4-morpholinopyrido[3,2-d]pyrimidin-6-yl)methyl)piperidin-4-yl)propan-2-ol). Reaction SMILES: Cl[C:2]1[N:3]=[C:4]([N:23]2[CH2:28][CH2:27][O:26][CH2:25][CH2:24]2)[C:5]2[N:11]=[C:10]([CH2:12][N:13]3[CH2:18][CH2:17][CH:16]([C:19]([OH:22])([CH3:21])[CH3:20])[CH2:15][CH2:14]3)[CH:9]=[CH:8][C:6]=2[N:7]=1.[CH3:29][N:30]([CH3:40])[C:31]1[NH:35][C:34]2[CH:36]=[CH:37][CH:38]=[CH:39][C:33]=2[N:32]=1>>[CH3:29][N:30]([CH3:40])[C:31]1[N:32]([C:2]2[N:3]=[C:4]([N:23]3[CH2:28][CH2:27][O:26][CH2:25][CH2:24]3)[C:5]3[N:11]=[C:10]([CH2:12][N:13]4[CH2:18][CH2:17][CH:16]([C:19]([OH:22])([CH3:21])[CH3:20])[CH2:15][CH2:14]4)[CH:9]=[CH:8][C:6]=3[N:7]=2)[C:33]2[CH:39]=[CH:38][CH:37]=[CH:36][C:34]=2[N:35]=1. Reported procedure: 2-(1-((2-chloro-4-morpholinopyrido[3,2-d]pyrimidin-6-yl)methyl)piperidin-4-yl)propan-2-ol from Example 8 (0.25 g) was reacted with N,N-dimethyl-1H-benzo[d]imidazol-2-amine via General Procedure D to produce 59.5 mg of 153 following reverse phase HPLC purification. MS (Q1) 531.3 (M)+ Reactants: N1=CC=CC=C1 (pyridine), C1(=CC=CC=C1)S(=O)(=O)Cl (benzenesulfonylchloride), resultant mixture, CC1(CC(NC2=CC=C(C=C12)C)C=1C=C(C=CC1)N)C (3-(4,4,6-trimethyl-1,2,3,4-tetrahydro-quinolin-2-yl)-phenylamine). Run in ClCCl (dichloromethane), ClCCl (dichloromethane), ClCCl (dichloromethane). Yields the product CC1(CC(NC2=CC=C(C=C12)C)C=1C=C(C=CC1)NS(=O)(=O)C1=CC=CC=C1)C (N-[3-(4,4,6-trimethyl-1,2,3,4-tetrahydro-quinolin-2-yl)-phenyl]-benzenesulfonamide). Isolated yield 59.0%. RXN SMILES: [CH3:1][C:2]1([CH3:20])[C:11]2[C:6](=[CH:7][CH:8]=[C:9]([CH3:12])[CH:10]=2)[NH:5][CH:4]([C:13]2[CH:14]=[C:15]([NH2:19])[CH:16]=[CH:17][CH:18]=2)[CH2:3]1.N1C=CC=CC=1.[C:27]1([S:33](Cl)(=[O:35])=[O:34])[CH:32]=[CH:31][CH:30]=[CH:29][CH:28]=1>ClCCl>[CH3:1][C:2]1([CH3:20])[C:11]2[C:6](=[CH:7][CH:8]=[C:9]([CH3:12])[CH:10]=2)[NH:5][CH:4]([C:13]2[CH:14]=[C:15]([NH:19][S:33]([C:27]3[CH:32]=[CH:31][CH:30]=[CH:29][CH:28]=3)(=[O:35])=[O:34])[CH:16]=[CH:17][CH:18]=2)[CH2:3]1. Procedure details: To a stirred mixture of 3-(4,4,6-trimethyl-1,2,3,4-tetrahydro-quinolin-2-yl)-phenylamine (135 mg, 0.5 mmol) in dichloromethane (3 mL) was added pyridine (60 mg, 0.75 mmol) in dichloromethane (2 mL) and benzenesulfonylchloride (108 mg, 0.56 mmol) under nitrogen. The resultant mixture was stirred for 20 h. The reaction mixture was diluted with dichloromethane, washed with water (twice), saturated brine, and dried over magnesium sulfate. Magnesium sulfate was removed by filtration, and after evapor...